The task is: describe an organic reaction: reactants, conditions, products, and yield. This data is from the Open Reaction Database (ORD), a public repository of structured organic reaction records. Reactants: O=C(CNc1noc2ccc(C(F)(F)F)cc12)NC1CNC1, COc1ccc(C2(O)CCC(=O)CC2)cn1. The product is COc1ccc(C2(O)CCC(N3CC(NC(=O)CNc4noc5ccc(C(F)(F)F)cc45)C3)CC2)cn1. RXN SMILES: [NH:1]1[CH2:2][CH:3]([NH:5][C:6]([CH2:7][NH:8][c:9]2[n:10][o:11][c:12]3[c:13]2[cH:14][c:15]([C:18]([F:19])([F:20])[F:21])[cH:16][cH:17]3)=[O:22])[CH2:4]1.[OH:23][C:24]1([c:31]2[cH:32][n:33][c:34]([O:37][CH3:38])[cH:35][cH:36]2)[CH2:25][CH2:26][C:27](=[O:30])[CH2:28][CH2:29]1>>[N:1]1([CH:27]2[CH2:26][CH2:25][C:24]([OH:23])([c:31]3[cH:32][n:33][c:34]([O:37][CH3:38])[cH:35][cH:36]3)[CH2:29][CH2:28]2)[CH2:2][CH:3]([NH:5][C:6]([CH2:7][NH:8][c:9]2[n:10][o:11][c:12]3[c:13]2[cH:14][c:15]([C:18]([F:19])([F:20])[F:21])[cH:16][cH:17]3)=[O:22])[CH2:4]1. Starting materials: O=C([O-])[O-], COCc1onc(-c2ccc(F)cc2)c1-c1c[nH]cn1, CC(=O)c1ccc(F)cc1, [K+], [K+], CN(C)C=O, O. Yields the product COCc1onc(-c2ccc(F)cc2)c1-c1cn(-c2ccc(C(C)=O)cc2)cn1. As a reaction SMILES: [C:31](=[O:32])([O-:33])[O-:34].[F:1][c:2]1[cH:3][cH:4][c:5](-[c:8]2[n:9][o:10][c:11]([CH2:18][O:19][CH3:20])[c:12]2-[c:13]2[n:14][cH:15][nH:16][cH:17]2)[cH:6][cH:7]1.[F:21][c:22]1[cH:23][cH:24][c:25]([C:28]([CH3:29])=[O:30])[cH:26][cH:27]1.[K+:35].[K+:36].[O:38]=[CH:39][N:40]([CH3:41])[CH3:42].[OH2:37]>>[F:1][c:2]1[cH:3][cH:4][c:5](-[c:8]2[n:9][o:10][c:11]([CH2:18][O:19][CH3:20])[c:12]2-[c:13]2[n:14][cH:15][n:16](-[c:22]3[cH:23][cH:24][c:25]([C:28]([CH3:29])=[O:30])[cH:26][cH:27]3)[cH:17]2)[cH:6][cH:7]1. Isolated yield 27.2%. As a reaction SMILES: Cl.[Cl:2][C:3]1[CH:8]=[CH:7][C:6]([C:9]2[C:10]3[CH2:21][NH:20][CH2:19][CH2:18][C:11]=3[N:12]=[C:13]([NH:15][CH2:16][CH3:17])[N:14]=2)=[CH:5][CH:4]=1.[CH2:22](Br)[C:23]1[CH:28]=[CH:27][CH:26]=[CH:25][CH:24]=1>>[CH2:22]([N:20]1[CH2:19][CH2:18][C:11]2[N:12]=[C:13]([NH:15][CH2:16][CH3:17])[N:14]=[C:9]([C:6]3[CH:7]=[CH:8][C:3]([Cl:2])=[CH:4][CH:5]=3)[C:10]=2[CH2:21]1)[C:23]1[CH:28]=[CH:27][CH:26]=[CH:25][CH:24]=1 |f:0.1|. The reactants are Cl.ClC1=CC=C(C=C1)C=1C2=C(N=C(N1)NCC)CCNC2 (4-(4-chlorophenyl)-2-ethylamino- 5,6,7,8-tetrahydropyrido[4,3-d]pyrimidine hydrochloride), C(C1=CC=CC=C1)Br (benzyl bromide). Reported procedure: The title compound was prepared as described in Example 5 starting with 4-(4-chlorophenyl)-2-ethylamino- 5,6,7,8-tetrahydropyrido[4,3-d]pyrimidine hydrochloride (1.1 g, 3.4 mmol) and benzyl bromide (0.4 mL, 3.4 mmol) to produce 0.35 g (27%) of 6-benzyl-4-(4- chlorophenyl)-2-ethylamino-5,6,7,8-tetrahydropyrido[4,3-d]pyrimidine. m.p. 138°-141° C. MS: 379 (MH+). The product is C(C1=CC=CC=C1)N1CC2=C(N=C(N=C2C2=CC=C(C=C2)Cl)NCC)CC1 (6-benzyl-4-(4- chlorophenyl)-2-ethylamino-5,6,7,8-tetrahydropyrido[4,3-d]pyrimidine). Product: O=C(Nc1nccs1)C(CC1CCCC1)n1ncc2ccccc2c1=O. Reactants: ClCCl, O=C(O)C(CC1CCCC1)n1ncc2ccccc2c1=O, CCN(C(C)C)C(C)C, Nc1nccs1. As a reaction SMILES: [CH2:37]([Cl:38])[Cl:39].[CH:1]1([CH2:6][CH:7]([C:8](=[O:9])[OH:10])[n:11]2[c:12](=[O:21])[c:13]3[cH:14][cH:15][cH:16][cH:17][c:18]3[cH:19][n:20]2)[CH2:2][CH2:3][CH2:4][CH2:5]1.[CH:22]([N:23]([CH2:24][CH3:25])[CH:26]([CH3:27])[CH3:28])([CH3:29])[CH3:30].[s:31]1[c:32]([NH2:36])[n:33][cH:34][cH:35]1>>[CH:1]1([CH2:6][CH:7]([C:8](=[O:10])[NH:36][c:32]2[s:31][cH:35][cH:34][n:33]2)[n:11]2[c:12](=[O:21])[c:13]3[cH:14][cH:15][cH:16][cH:17][c:18]3[cH:19][n:20]2)[CH2:2][CH2:3][CH2:4][CH2:5]1. The reactants are C(C1=CC=CC=C1)OC1=C2C(N(C(C2=CC=C1)=O)CC1CC2(OCCO2)CCN1)=O (4-benzyloxy-2-(1,4-dioxa-8-aza-spiro[4.5]dec-7-ylmethyl)-isoindole-1,3-dione), Cl (hydrochloric acid), C([O-])(O)=O.[Na+] (sodium bicarbonate). Solvent: O1CCOCC1 (1,4-dioxane). RXN SMILES: [CH2:1]([O:8][C:9]1[CH:17]=[CH:16][CH:15]=[C:14]2[C:10]=1[C:11](=[O:30])[N:12]([CH2:19][CH:20]1[NH:29][CH2:28][CH2:27][C:22]3(OCC[O:23]3)[CH2:21]1)[C:13]2=[O:18])[C:2]1[CH:7]=[CH:6][CH:5]=[CH:4][CH:3]=1.Cl.C(=O)(O)[O-].[Na+]>O1CCOCC1>[CH2:1]([O:8][C:9]1[CH:17]=[CH:16][CH:15]=[C:14]2[C:10]=1[C:11](=[O:30])[N:12]([CH2:19][CH:20]1[CH2:21][C:22](=[O:23])[CH2:27][CH2:28][NH:29]1)[C:13]2=[O:18])[C:2]1[CH:3]=[CH:4][CH:5]=[CH:6][CH:7]=1 |f:2.3|. Product: C(C1=CC=CC=C1)OC1=C2C(N(C(C2=CC=C1)=O)CC1NCCC(C1)=O)=O (4-benzyloxy-2-(4-oxo-piperidin-2-ylmethyl)-isoindole-1,3-dione). Procedure details: To a solution of the above 4-benzyloxy-2-(1,4-dioxa-8-aza-spiro[4.5]dec-7-ylmethyl)-isoindole-1,3-dione (0.22 g, 0.54 mmol) in 1,4-dioxane (4 ml) was added 4N hydrochloric acid (4 ml) and the reaction stirred in a 65° C. (oil bath) for 6 h. The mixture was basified with saturated sodium bicarbonate until pH=8 and extracted with dichloromethane (3×20 ml). The combined organic extracts were dried (MgSO4), filtered, and the solvent evaporated in vacuo affording crude 4-benzyloxy-2-(4-oxo-piperidin-... Reaction conditions: temperature 65 celsius, time 6 hour. Reactants: C=CCOC(=O)N1CC(SC(c2ccccc2)(c2ccccc2)c2ccccc2)CC1CC(=N)SC, CO, [Cl-], [NH4+]. The product is C=CCOC(=O)N1CC(SC(c2ccccc2)(c2ccccc2)c2ccccc2)CC1CC(=N)N, Cl. Reaction SMILES: [CH2:1]([CH:2]=[CH2:3])[O:4][C:5](=[O:6])[N:7]1[CH:8]([CH2:32][C:33]([S:34][CH3:35])=[NH:36])[CH2:9][CH:10]([S:12][C:13]([c:14]2[cH:15][cH:16][cH:17][cH:18][cH:19]2)([c:20]2[cH:21][cH:22][cH:23][cH:24][cH:25]2)[c:26]2[cH:27][cH:28][cH:29][cH:30][cH:31]2)[CH2:11]1.[CH3:39][OH:40].[Cl-:37].[NH4+:38]>>[CH2:1]([CH:2]=[CH2:3])[O:4][C:5](=[O:6])[N:7]1[CH:8]([CH2:32][C:33](=[NH:36])[NH2:38])[CH2:9][CH:10]([S:12][C:13]([c:14]2[cH:15][cH:16][cH:17][cH:18][cH:19]2)([c:20]2[cH:21][cH:22][cH:23][cH:24][cH:25]2)[c:26]2[cH:27][cH:28][cH:29][cH:30][cH:31]2)[CH2:11]1.[ClH:37]. Solvent: C1CCOC1 (THF), O (water). Yields the product CN(C(=O)C1=CC=C(C=N1)C(=O)OC)C (methyl 6-[(dimethylamino)carbonyl]-3-pyridine carboxylate). RXN SMILES: [N:1]1[CH:6]=[C:5]([C:7]([O:9][CH3:10])=[O:8])[CH:4]=[CH:3][C:2]=1[C:11]([O:13]C)=O.[Cl-].[Mg+2].[Cl-].[CH3:18][NH:19][CH3:20].Cl>C1COCC1.O>[CH3:18][N:19]([CH3:20])[C:11]([C:2]1[N:1]=[CH:6][C:5]([C:7]([O:9][CH3:10])=[O:8])=[CH:4][CH:3]=1)=[O:13] |f:1.2.3|. Reaction conditions: time 15 minute. Isolated yield 99.4%. Reported procedure: To a 2° C. slurry of dimethyl 2,5-pyridinedicarboxylate (50 g, 0.256 mol) in THF (700 mL) was added magnesium chloride (26.8 g, 0.282 mol). After stirring for 15 min, dimethylamine (2 M in THF, 256 mL, 0.512 mol) was added dropwise over 40 min. The mixture was stirred for 30 min at 2° C. and then at room temperature for 1 h. To the mixture was added water (100 mL) and 1 N HCl (300 mL). The mixture was extracted with ethyl acetate (4×400 mL). The combined organic layers were dried (MgSO4) and con... The reactants are N1=C(C=CC(=C1)C(=O)OC)C(=O)OC (dimethyl 2,5-pyridinedicarboxylate), [Cl-].[Mg+2].[Cl-] (magnesium chloride), Cl (HCl), CNC (dimethylamine).